Dataset: the Open Reaction Database (ORD), a public repository of structured organic reaction records. Task: describe an organic reaction: reactants, conditions, products, and yield The reactants are CS(=O)(=O)Cl, ClCCl, CC(C)C(=O)NC1CCc2c(c3cc(C#N)ccc3n2Cc2ccccc2N)C1, CN(C)C=O, c1ccncc1. Yields the product CC(C)C(=O)NC1CCc2c(c3cc(C#N)ccc3n2Cc2ccccc2NS(C)(=O)=O)C1. RXN SMILES: [CH3:30][S:31]([Cl:32])(=[O:33])=[O:34].[Cl:46][CH2:47][Cl:48].[NH2:1][c:2]1[c:3]([CH2:4][n:5]2[c:6]3[cH:7][cH:8][c:9]([C:24]#[N:25])[cH:10][c:11]3[c:12]3[c:17]2[CH2:16][CH2:15][CH:14]([NH:18][C:19]([CH:20]([CH3:21])[CH3:22])=[O:23])[CH2:13]3)[cH:26][cH:27][cH:28][cH:29]1.[O:41]=[CH:42][N:43]([CH3:44])[CH3:45].[cH:35]1[cH:36][cH:37][n:38][cH:39][cH:40]1>>[NH:1]([c:2]1[c:3]([CH2:4][n:5]2[c:6]3[cH:7][cH:8][c:9]([C:24]#[N:25])[cH:10][c:11]3[c:12]3[c:17]2[CH2:16][CH2:15][CH:14]([NH:18][C:19]([CH:20]([CH3:21])[CH3:22])=[O:23])[CH2:13]3)[cH:26][cH:27][cH:28][cH:29]1)[S:31]([CH3:30])(=[O:33])=[O:34]. Reactants: C(\C=C\CCCCCCC)(=O)O ((E)-2-decenoic acid), C1(=CC=CC=C1)N1CCNCC1 (1-phenylpiperazine). Procedure: The same procedures as in Example 1 were carried out using (E)-2-decenoic acid and 1-phenylpiperazine as starting raw materials, to produce an intended compound. RXN SMILES: [C:1]([OH:12])(=O)/[CH:2]=[CH:3]/[CH2:4][CH2:5][CH2:6][CH2:7][CH2:8][CH2:9][CH3:10].[C:13]1([N:19]2[CH2:24][CH2:23][NH:22][CH2:21][CH2:20]2)[CH:18]=[CH:17][CH:16]=[CH:15][CH:14]=1>>[C:1]([N:22]1[CH2:23][CH2:24][N:19]([C:13]2[CH:18]=[CH:17][CH:16]=[CH:15][CH:14]=2)[CH2:20][CH2:21]1)(=[O:12])/[CH:2]=[CH:3]/[CH2:4][CH2:5][CH2:6][CH2:7][CH2:8][CH2:9][CH3:10]. Yields the product C(\C=C\CCCCCCC)(=O)N1CCN(CC1)C1=CC=CC=C1 (1-((E)-2-Decenoyl)-4-phenylpiperazine). Starting materials: O=C1NC=NN=C1CN1C(C2=CC=CC=C2C1=O)=O (2-(5-oxo-4,5-dihydro-[1,2,4]triazin-6-ylmethyl)-isoindole-1,3-dione), NN (hydrazine). Run in C(Cl)Cl.CCO (CH2Cl2 EtOH). Reaction conditions: time 18 hour. Yields the product NCC=1C(NC=NN1)=O (6-aminomethyl-4H-[1,2,4]triazin-5-one). Reaction SMILES: [O:1]=[C:2]1[C:7]([CH2:8][N:9]2C(=O)C3C(=CC=CC=3)C2=O)=[N:6][N:5]=[CH:4][NH:3]1.NN>C(Cl)Cl.CCO>[NH2:9][CH2:8][C:7]1[C:2](=[O:1])[NH:3][CH:4]=[N:5][N:6]=1 |f:2.3|. Procedure: A slurry of 2-(5-oxo-4,5-dihydro-[1,2,4]triazin-6-ylmethyl)-isoindole-1,3-dione (4 g, 15.6 mmol) in CH2Cl2/EtOH (1:1) (150 mL ) was charged with anhydrous hydrazine (1.23 mL, 39.0 mmol) and stirred at rt for 18 h. The reaction mixture was concentrated in vacuo and the off-white solid was triturated with warm CHCl3 and filtered through a fritted funnel. The solid was then triturated with hot methanol (MeOH) and filtered through a fritted funnel resulting in an off-white solid. The material was tr... Starting materials: CS(=O)(=O)Cl (methanesulfonyl chloride), Cl.NCCN1N=NN=C1SC1=C(C=C(C=C1)[N+](=O)[O-])[N+](=O)[O-] (1-(2-aminoethyl)-5-(2,4-dinitrophenylthio)tetrazole hydrochloride), CS(=O)(=O)Cl (methanesulfonyl chloride). Solvent: N1=CC=CC=C1 (pyridine). Run at time 1.5 hour. Yields the product [N+](=O)([O-])C1=C(C=CC(=C1)[N+](=O)[O-])SC1=NN=NN1CCNS(=O)(=O)C (5-(2,4-dinitrophenylthio)-1-(2-methanesulfonamidoethyl)tetrazole). Reaction SMILES: Cl.[NH2:2][CH2:3][CH2:4][N:5]1[C:9]([S:10][C:11]2[CH:16]=[CH:15][C:14]([N+:17]([O-:19])=[O:18])=[CH:13][C:12]=2[N+:20]([O-:22])=[O:21])=[N:8][N:7]=[N:6]1.[CH3:23][S:24](Cl)(=[O:26])=[O:25]>N1C=CC=CC=1>[N+:20]([C:12]1[CH:13]=[C:14]([N+:17]([O-:19])=[O:18])[CH:15]=[CH:16][C:11]=1[S:10][C:9]1[N:5]([CH2:4][CH2:3][NH:2][S:24]([CH3:23])(=[O:26])=[O:25])[N:6]=[N:7][N:8]=1)([O-:22])=[O:21] |f:0.1|. Procedure: To a suspension of 4.9 g (14.1 mmol) of 1-(2-aminoethyl)-5-(2,4-dinitrophenylthio)tetrazole hydrochloride in 100 ml of pyridine was added 1.5 ml (2.2 g, 19.2 mmol) of methanesulfonyl chloride. The mixture was stirred for 1.5 hours, then an additional 0.5 ml of methanesulfonyl chloride was added and the mixture was stirred another hour. The pyridine was removed by evaporation and the residue was dissolved in a small volume of dimethylformamide. Water was added to the solution and the resulting pr... Starting materials: BrC=1C=C2C(=CC(=NC2=CC1)OC)C1=CC(=CC=C1)Cl (6-bromo-4-(3-chloro-phenyl)-2-methoxy-quinoline), ClC1=C(SC=C1)C(=O)C=1N(C=NC1)C ((3-chloro-thiophen-2-yl)-(3-methyl-3H-imidazol-4-yl)-methanone). Product: ClC=1C=C(C=CC1)C1=CC(=NC2=CC=C(C=C12)C(O)(C=1N(C=NC1)C)C=1SC=CC1Cl)OC ([4-(3-Chloro-phenyl)-2-methoxy-quinolin-6-yl]-(3-chloro-thiophen-2-yl)-(3-methyl-3H-imidazol-4-yl)-methanol). The yield is 51.2%. As a reaction SMILES: Br[C:2]1[CH:3]=[C:4]2[C:9](=[CH:10][CH:11]=1)[N:8]=[C:7]([O:12][CH3:13])[CH:6]=[C:5]2[C:14]1[CH:19]=[CH:18][CH:17]=[C:16]([Cl:20])[CH:15]=1.[Cl:21][C:22]1[CH:26]=[CH:25][S:24][C:23]=1[C:27]([C:29]1[N:30]([CH3:34])[CH:31]=[N:32][CH:33]=1)=[O:28]>>[Cl:20][C:16]1[CH:15]=[C:14]([C:5]2[C:4]3[C:9](=[CH:10][CH:11]=[C:2]([C:27]([C:23]4[S:24][CH:25]=[CH:26][C:22]=4[Cl:21])([C:29]4[N:30]([CH3:34])[CH:31]=[N:32][CH:33]=4)[OH:28])[CH:3]=3)[N:8]=[C:7]([O:12][CH3:13])[CH:6]=2)[CH:19]=[CH:18][CH:17]=1. Procedure details: Following the same procedure as described in example 1E, 6-bromo-4-(3-chloro-phenyl)-2-methoxy-quinoline (300 mg, 0.859 mmol) and (3-chloro-thiophen-2-yl)-(3-methyl-3H-imidazol-4-yl)-methanone (230 mg 1.032 mmol) generated the title compound of 21A as a yellow solid (218.5 mg, 51% yield).